This data is from the Open Reaction Database (ORD), a public repository of structured organic reaction records. The task is: describe an organic reaction: reactants, conditions, products, and yield The reactants are C(#N)C=1C=CC2=C(C=CC(O2)(C)C)C1 (6-cyano-2,2-dimethyl-2H-1-benzopyran). The reagents and catalysts are [Pd] (palladium on carbon). Run in C(C)O (ethanol). Reaction conditions: time 2 hour. Product: C(#N)C=1C=CC2=C(CCC(O2)(C)C)C1 (6-Cyano-3,4-dihydro-2,2-dimethyl-2H-1-benzopyran). The yield is 102.7%. Reaction SMILES: [C:1]([C:3]1[CH:4]=[CH:5][C:6]2[O:11][C:10]([CH3:13])([CH3:12])[CH:9]=[CH:8][C:7]=2[CH:14]=1)#[N:2]>C(O)C.[Pd]>[C:1]([C:3]1[CH:4]=[CH:5][C:6]2[O:11][C:10]([CH3:12])([CH3:13])[CH2:9][CH2:8][C:7]=2[CH:14]=1)#[N:2]. Procedure: A solution of 6-cyano-2,2-dimethyl-2H-1-benzopyran (5.5 g, 29.7 mmoles, prepared according to Evans et al., J. Chem. Med., 1983, 26, p. 1582 and J. Med. Chem., 1986, 29, p. 2194) in anhydrous ethanol (40 ml) was treated with palladium on carbon (0.35 g) and stirred under hydrogen gas for 2 hours. The catalyst was filtered through a Celite and the filter cake washed with ethyl acetate. The filtrate was concentrated under vacuum to obtain 5.71 g of a yellow oil. The crude product was dissolved in ...